This data is from the Open Reaction Database (ORD), a public repository of structured organic reaction records. The task is: describe an organic reaction: reactants, conditions, products, and yield The reactants are CCO, Cc1cc([N+](=O)[O-])ccc1C(N)=O. The product is Cc1cc(N)ccc1C(N)=O. Reaction SMILES: [CH3:14][CH2:15][OH:16].[CH3:1][c:2]1[c:3]([C:4](=[O:5])[NH2:6])[cH:7][cH:8][c:9]([N+:11]([O-:12])=[O:13])[cH:10]1>>[CH3:1][c:2]1[c:3]([C:4](=[O:5])[NH2:6])[cH:7][cH:8][c:9]([NH2:11])[cH:10]1.